Dataset: the Open Reaction Database (ORD), a public repository of structured organic reaction records. Task: describe an organic reaction: reactants, conditions, products, and yield Starting materials: [BH3-]C#N, O=C([O-])O, C=O, CO, CCOC(C)=O, CC(=O)O, CNC(=O)Nc1ccc(Oc2ccnc3cc(OCC4CCNCC4)c(C#N)cc23)cc1Cl, [Na+], [Na+], C1CCOC1, O. Yields the product CNC(=O)Nc1ccc(Oc2ccnc3cc(OCC4CCN(C)CC4)c(C#N)cc23)cc1Cl. As a reaction SMILES: [C:36]([BH3-:37])#[N:38].[C:40](=[O:41])([OH:42])[O-:43].[CH2:34]=[O:35].[CH3:50][OH:51].[CH3:52][CH2:53][O:54][C:55](=[O:56])[CH3:57].[CH3:59][C:60](=[O:61])[OH:62].[Cl:1][c:2]1[c:3]([NH:29][C:30](=[O:31])[NH:32][CH3:33])[cH:4][cH:5][c:6]([O:8][c:9]2[cH:10][cH:11][n:12][c:13]3[cH:14][c:15]([O:21][CH2:22][CH:23]4[CH2:24][CH2:25][NH:26][CH2:27][CH2:28]4)[c:16]([C:19]#[N:20])[cH:17][c:18]23)[cH:7]1.[Na+:39].[Na+:44].[O:45]1[CH2:46][CH2:47][CH2:48][CH2:49]1.[OH2:58]>>[Cl:1][c:2]1[c:3]([NH:29][C:30](=[O:31])[NH:32][CH3:33])[cH:4][cH:5][c:6]([O:8][c:9]2[cH:10][cH:11][n:12][c:13]3[cH:14][c:15]([O:21][CH2:22][CH:23]4[CH2:24][CH2:25][N:26]([CH3:36])[CH2:27][CH2:28]4)[c:16]([C:19]#[N:20])[cH:17][c:18]23)[cH:7]1. Starting materials: C(C)OC(COC1=C(C=CC(=C1)F)COC1=C(C(N(C(=C1)C)C1=C(C=CC=C1F)F)=O)Br)=O (ethyl[2-({[3-bromo-1-(2,6-difluorophenyl)-6-methyl-2-oxo-1,2-dihydropyridin-4-yl]oxy}methyl)-5-fluorophenoxy]acetate), [OH-].[Na+] (NaOH), CO (MeOH), O (water). Solvent: C1CCOC1 (THF). Yields the product BrC=1C(N(C(=CC1OCC1=C(OCC(=O)O)C=C(C=C1)F)C)C1=C(C=CC=C1F)F)=O ([2-({[3-bromo-1-(2,6-difluorophenyl)-6-methyl-2-oxo-1,2-dihydropyridin-4-yl]oxy}methyl)-5-fluorophenoxy]acetic acid). Isolated yield 59.5%. RXN SMILES: C([O:3][C:4](=[O:33])[CH2:5][O:6][C:7]1[CH:12]=[C:11]([F:13])[CH:10]=[CH:9][C:8]=1[CH2:14][O:15][C:16]1[CH:21]=[C:20]([CH3:22])[N:19]([C:23]2[C:28]([F:29])=[CH:27][CH:26]=[CH:25][C:24]=2[F:30])[C:18](=[O:31])[C:17]=1[Br:32])C.[OH-].[Na+].CO.O>C1COCC1>[Br:32][C:17]1[C:18](=[O:31])[N:19]([C:23]2[C:28]([F:29])=[CH:27][CH:26]=[CH:25][C:24]=2[F:30])[C:20]([CH3:22])=[CH:21][C:16]=1[O:15][CH2:14][C:8]1[CH:9]=[CH:10][C:11]([F:13])=[CH:12][C:7]=1[O:6][CH2:5][C:4]([OH:33])=[O:3] |f:1.2|. Procedure details: A solution of ethyl[2-({[3-bromo-1-(2,6-difluorophenyl)-6-methyl-2-oxo-1,2-dihydropyridin-4-yl]oxy}methyl)-5-fluorophenoxy]acetate (from Step 3) (0.62 g, 1.18 mmol), 1.5 N NaOH solution in 1:1 MeOH:water (1.2 mL, 1.77 mmol), and THF (1.2 mL) were refluxed at 60° C. for 1 h. The solution was concentrated on a rotary evaporator, cooled, and 5% citric acid added. The solid precipitate was filtered and dried in vacuo. Product obtained as a pale yellow solid (0.35 g, 60%). 1H NMR (CD3OD/400 MHz) δ7.5... Starting materials: ClC1=CC=C(C=N1)OC1=C(C#N)C=C(C=C1)C=O (2-((6-chloropyridin-3-yl)oxy)-5-formylbenzonitrile), [BH4-].[Na+] (NaBH4). The solvent is CO (methanol). Conditions: time 30 minute. Product: ClC1=CC=C(C=N1)OC1=C(C#N)C=C(C=C1)CO (2-((6-chloropyridin-3-yl)oxy)-5-(hydroxymethyl)benzonitrile). Yield: 70.1%. RXN SMILES: [Cl:1][C:2]1[N:7]=[CH:6][C:5]([O:8][C:9]2[CH:16]=[CH:15][C:14]([CH:17]=[O:18])=[CH:13][C:10]=2[C:11]#[N:12])=[CH:4][CH:3]=1.[BH4-].[Na+]>CO>[Cl:1][C:2]1[N:7]=[CH:6][C:5]([O:8][C:9]2[CH:16]=[CH:15][C:14]([CH2:17][OH:18])=[CH:13][C:10]=2[C:11]#[N:12])=[CH:4][CH:3]=1 |f:1.2|. Procedure: To the solution of 2-((6-chloropyridin-3-yl)oxy)-5-formylbenzonitrile (340 mg, 1.314 mmol) in methanol (5 ml), was added NaBH4 (74.6 mg, 1.972 mmol). The reaction mixture was stirred at rt for 30 min, and then quenched by water and extracted with EA twice. The organic phase was washed with brine, dried over Na2SO4 and evaporated in vacuo to give crude product 2-((6-chloropyridin-3-yl)oxy)-5-(hydroxymethyl)benzonitrile (240 mg, 0.921 mmol, 70.0% yield) as brown oil. Reactants: C(CCCCCCC)NC(=O)[C@H]1[C@@H](C1)C1=CC=C(C=C1)N (trans-N-octyl-2-(4-aminophenyl)cyclopropanecarboxamide), C(C(=C)CC(=O)O)(=O)O (itaconic acid). Yields the product C(CCCCCCC)NC(=O)[C@H]1[C@@H](C1)C1=CC=C(C=C1)N1C(CC(C1)C(=O)O)=O (trans-N-Octyl-2-[4-(4-carboxy-2-oxo-pyrrolidino)phenyl]cyclopropanecarboxamide). RXN SMILES: [CH2:1]([NH:9][C:10]([C@@H:12]1[CH2:14][C@H:13]1[C:15]1[CH:20]=[CH:19][C:18]([NH2:21])=[CH:17][CH:16]=1)=[O:11])[CH2:2][CH2:3][CH2:4][CH2:5][CH2:6][CH2:7][CH3:8].[C:22]([OH:30])(=[O:29])[C:23]([CH2:25][C:26](O)=[O:27])=[CH2:24]>>[CH2:1]([NH:9][C:10]([C@@H:12]1[CH2:14][C@H:13]1[C:15]1[CH:20]=[CH:19][C:18]([N:21]2[CH2:24][CH:23]([C:22]([OH:30])=[O:29])[CH2:25][C:26]2=[O:27])=[CH:17][CH:16]=1)=[O:11])[CH2:2][CH2:3][CH2:4][CH2:5][CH2:6][CH2:7][CH3:8]. Procedure: A mixture of 2.2 g. of trans-N-octyl-2-(4-aminophenyl)cyclopropanecarboxamide and 989 mg. of itaconic acid were heated as a melt at 140°-145° C. for 1 hour. The reaction mixture was cooled slightly and then it was triturated with 25 ml. of ethyl acetate. The white solid which formed was filtered off. It was recrystallized from ethanol containing a small amount of acetonitrile, and then from acetic acid, to give 1.09 g. of the title compound as a white solid, m.p. 213.5°-214.5° C. The infrared sp...